Dataset: the Open Reaction Database (ORD), a public repository of structured organic reaction records. Task: describe an organic reaction: reactants, conditions, products, and yield Starting materials: C1(CCCCC1)N (cyclohexylamine), C(C)(C)N(C(C)C)CC (N,N-diisopropylethylamine), ClC1=C(C=NC(=C1)Cl)CC(=O)N (4,6-dichloropyridine-3-carboxyamide). Run in C(C)O (ethanol). The product is ClC1=CC(=C(C=N1)CC(=O)N)NC1CCCCC1 (6-chloro-4-(cyclohexylamino)pyridine-3-carboxyamide). Isolated yield 93.0%. RXN SMILES: Cl[C:2]1[CH:7]=[C:6]([Cl:8])[N:5]=[CH:4][C:3]=1[CH2:9][C:10]([NH2:12])=[O:11].[CH:13]1([NH2:19])[CH2:18][CH2:17][CH2:16][CH2:15][CH2:14]1.C(N(CC)C(C)C)(C)C>C(O)C>[Cl:8][C:6]1[N:5]=[CH:4][C:3]([CH2:9][C:10]([NH2:12])=[O:11])=[C:2]([NH:19][CH:13]2[CH2:18][CH2:17][CH2:16][CH2:15][CH2:14]2)[CH:7]=1. Procedure details: 200 mg of 4,6-dichloropyridine-3-carboxyamide synthesized according to the method described in US2006/0217417 was dissolved in 2 mL of ethanol, to which 156 mg of cyclohexylamine and 203 mg of N,N-diisopropylethylamine were added, and heated at reflux for 8 hours. After cooling, the solvent was evaporated, and 10 mL of water was added to the residue, neutralized by adding 2 mol/L hydrochloric acid in water under ice cooling, extracted with chloroform, and the extract was dried on anhydrous sodiu... Reactants: FC1=CC=C(C=C1)[C@@H]1[C@@H](CN(CC1)C)C(=O)OC ((±)-cis-4-(4'-Fluorophenyl)-3-methoxycarbonyl-1-methylpiperidine), C[O-].[Na+] (sodium methoxide). Solvent: C1(=CC=CC=C1)C (toluene), C1(=CC=CC=C1)C (toluene). The product is FC1=CC=C(C=C1)[C@H]1[C@@H](CN(CC1)C)C(=O)OC ((±)-trans-4-(4'-fluorophenyl)-3-methoxycarbonyl-1-methylpiperidine). Isolated yield 98.5%. As a reaction SMILES: [F:1][C:2]1[CH:7]=[CH:6][C:5]([C@H:8]2[CH2:13][CH2:12][N:11]([CH3:14])[CH2:10][C@H:9]2[C:15]([O:17][CH3:18])=[O:16])=[CH:4][CH:3]=1.C[O-].[Na+]>C1(C)C=CC=CC=1>[F:1][C:2]1[CH:7]=[CH:6][C:5]([C@@H:8]2[CH2:13][CH2:12][N:11]([CH3:14])[CH2:10][C@H:9]2[C:15]([O:17][CH3:18])=[O:16])=[CH:4][CH:3]=1 |f:1.2|. Procedure: (±)-cis-4-(4'-Fluorophenyl)-3-methoxycarbonyl-1-methylpiperidine (2.0 g), prepared as in Example 2(a), in dry toluene was added to sodium methoxide in toluene and refluxed for 7 hours. After cooling to 0° and filtration, evaporation gave the title compound as an oil (1.97 g, 99%), purity 85-90%. The reactants are CCCCCCCCC=CCCCCCCCC(=O)Nc1ccc(O)cc1, CC(=O)OCC(C)(C)C(OC(C)=O)C(=O)NCCC(=O)O. Product: CCCCCCCCC=CCCCCCCCC(=O)Nc1ccc(OC(=O)CCNC(=O)C(OC(C)=O)C(C)(C)COC(C)=O)cc1. Reaction SMILES: [C:1]([CH2:2][CH2:3][CH2:4][CH2:5][CH2:6][CH2:7][CH2:8][CH:9]=[CH:10][CH2:11][CH2:12][CH2:13][CH2:14][CH2:15][CH2:16][CH2:17][CH3:18])(=[O:19])[NH:20][c:21]1[cH:22][cH:23][c:24]([OH:27])[cH:25][cH:26]1.[C:28]([CH3:29])(=[O:30])[O:31][CH:32]([C:33](=[O:34])[NH:35][CH2:36][CH2:37][C:38](=[O:39])[OH:40])[C:41]([CH2:42][O:43][C:44]([CH3:45])=[O:46])([CH3:47])[CH3:48]>>[C:1]([CH2:2][CH2:3][CH2:4][CH2:5][CH2:6][CH2:7][CH2:8][CH:9]=[CH:10][CH2:11][CH2:12][CH2:13][CH2:14][CH2:15][CH2:16][CH2:17][CH3:18])(=[O:19])[NH:20][c:21]1[cH:22][cH:23][c:24]([O:27][C:38]([CH2:37][CH2:36][NH:35][C:33]([CH:32]([O:31][C:28]([CH3:29])=[O:30])[C:41]([CH2:42][O:43][C:44]([CH3:45])=[O:46])([CH3:47])[CH3:48])=[O:34])=[O:39])[cH:25][cH:26]1.